From a dataset of the Open Reaction Database (ORD), a public repository of structured organic reaction records. describe an organic reaction: reactants, conditions, products, and yield Starting materials: O=C([O-])O, CCO, Cl, N#Cc1cc(C(F)(F)F)c(F)cn1, NO, [Na+]. The product is NC(=O)c1cc(C(F)(F)F)c(F)cn1. RXN SMILES: [C:1]([O-:2])(=[O:3])[OH:4].[CH3:22][CH2:23][OH:24].[ClH:6].[F:9][c:10]1[c:11]([C:18]([F:19])([F:20])[F:21])[cH:12][c:13]([C:16]#[N:17])[n:14][cH:15]1.[NH2:7][OH:8].[Na+:5]>>[O:2]=[C:16]([c:13]1[cH:12][c:11]([C:18]([F:19])([F:20])[F:21])[c:10]([F:9])[cH:15][n:14]1)[NH2:17]. The reactants are O=C(NC1CCNC1)C12CC3CC(CC(C3)C1)C2, Cc1ccc(S(=O)(=O)OCCc2cccc(F)c2)cc1. The product is O=C(NC1CCN(CCc2cccc(F)c2)C1)C12CC3CC(CC(C3)C1)C2. RXN SMILES: [NH:1]1[CH2:2][CH:3]([NH:6][C:7](=[O:8])[C:9]23[CH2:10][CH:11]4[CH2:12][CH:13]([CH2:14][CH:15]([CH2:16]2)[CH2:17]4)[CH2:18]3)[CH2:4][CH2:5]1.[c:19]1([CH3:20])[cH:21][cH:22][c:23]([S:24]([O:25][CH2:29][CH2:30][c:31]2[cH:32][c:33]([F:37])[cH:34][cH:35][cH:36]2)(=[O:26])=[O:27])[cH:28][cH:38]1>>[N:1]1([CH2:29][CH2:30][c:31]2[cH:32][c:33]([F:37])[cH:34][cH:35][cH:36]2)[CH2:2][CH:3]([NH:6][C:7](=[O:8])[C:9]23[CH2:10][CH:11]4[CH2:12][CH:13]([CH2:14][CH:15]([CH2:16]2)[CH2:17]4)[CH2:18]3)[CH2:4][CH2:5]1. Run in CN(C=O)C (dimethylformamide), O (water). The product is C1(CCCCC1)N(C(C1=CC(=C(C=C1)COC1=CC(=CC=C1)OC)OC)=O)C(C)C (N-cyclohexyl-3-methoxy-4-[(3-methoxyphenoxy)methyl]-N-(1-methylethyl)benzamide). Procedure details: A slurry of K2CO3 (0.75 g, 5.43 mmol) in a solution of 4-bromomethyl-3-methoxybenzoic acid N-isopropyl-N-cyclohexyl amide (1.0 g, 2.7 mmol) and 3-methoxy phenol (0.35 g, 2.74 mmol) in dimethylformamide (DMF) (15 ml) was stirred overnight at room temperature. The reaction mixture was diluted with water (50 ml), extracted twice with ethyl acetate and dried (Na2SO4) The drying agent was filtered and the filtrate concentrated in vacuo to give the crude product as a dark oil. This material was purifi... RXN SMILES: C([O-])([O-])=O.[K+].[K+].[CH:7]([N:10]([CH:23]1[CH2:28][CH2:27][CH2:26][CH2:25][CH2:24]1)[C:11](=[O:22])[C:12]1[CH:17]=[CH:16][C:15]([CH2:18]Br)=[C:14]([O:20][CH3:21])[CH:13]=1)([CH3:9])[CH3:8].[CH3:29][O:30][C:31]1[CH:32]=[C:33]([OH:37])[CH:34]=[CH:35][CH:36]=1>CN(C)C=O.O>[CH:23]1([N:10]([CH:7]([CH3:9])[CH3:8])[C:11](=[O:22])[C:12]2[CH:17]=[CH:16][C:15]([CH2:18][O:37][C:33]3[CH:34]=[CH:35][CH:36]=[C:31]([O:30][CH3:29])[CH:32]=3)=[C:14]([O:20][CH3:21])[CH:13]=2)[CH2:28][CH2:27][CH2:26][CH2:25][CH2:24]1 |f:0.1.2|. The reactants are C(=O)([O-])[O-].[K+].[K+] (K2CO3), C(C)(C)N(C(C1=CC(=C(C=C1)CBr)OC)=O)C1CCCCC1 (4-bromomethyl-3-methoxybenzoic acid N-isopropyl-N-cyclohexyl amide), COC=1C=C(C=CC1)O (3-methoxy phenol). The reactants are C1CC2=CC=CC=C2C(=O)C1 (α-tetralone), [H-].[Na+] (sodium hydride), C(OCC)(OCC)=O (diethyl carbonate), Cl (hydrochloric acid). The solvent is O (water). The product is O=C1C(CCC2=CC=CC=C12)C(=O)OCC (ethyl 1,2,3,4-tetrahydro-1-oxo-2-naphthalenecarboxylate). The yield is 57.6%. As a reaction SMILES: [CH2:1]1[CH2:11][C:9](=[O:10])[C:8]2[C:3](=[CH:4][CH:5]=[CH:6][CH:7]=2)[CH2:2]1.[H-].[Na+].[C:14](=O)([O:18]CC)[O:15][CH2:16][CH3:17].Cl>O>[O:10]=[C:9]1[C:8]2[C:3](=[CH:4][CH:5]=[CH:6][CH:7]=2)[CH2:2][CH2:1][CH:11]1[C:14]([O:15][CH2:16][CH3:17])=[O:18] |f:1.2|. Procedure details: A suspension of 10 g (0.0684 mole) of α-tetralone, 3.56 g (0.0890 mole) of 60% sodium hydride and 32 g (0.2709 mole) of diethyl carbonate was heated under reflux for 1 hour, then poured into water, adjusted with conc. hydrochloric acid to a pH of 1 to 2, and extracted with ether. The ether layer was washed with water and then dried over magnesium sulfate. After evaporation of the solvent, the crude product was purified by silica gel column chromatography (hexane/ethyl acetate=9/1) to obtain 8.6 ... The reactants are O=C([O-])[O-], CCCCCCC, CCOC(C)=O, Cc1c(Cl)cc2c(c1Cl)OCC(=O)N2, ClCCCI, [Cs+], [Cs+]. Yields the product Cc1c(Cl)cc2c(c1Cl)OCC(=O)N2CCCCl. RXN SMILES: [C:15](=[O:16])([O-:17])[O-:18].[CH3:26][CH2:27][CH2:28][CH2:29][CH2:30][CH2:31][CH3:32].[CH3:33][CH2:34][O:35][C:36]([CH3:37])=[O:38].[Cl:1][c:2]1[c:3]([CH3:14])[c:4]([Cl:13])[c:5]2[c:6]([cH:12]1)[NH:7][C:8](=[O:11])[CH2:9][O:10]2.[Cl:21][CH2:22][CH2:23][CH2:24][I:25].[Cs+:19].[Cs+:20]>>[Cl:1][c:2]1[c:3]([CH3:14])[c:4]([Cl:13])[c:5]2[c:6]([cH:12]1)[N:7]([CH2:24][CH2:23][CH2:22][Cl:21])[C:8](=[O:11])[CH2:9][O:10]2. Reactants: F[C@H]1C[C@@H](O[C@@H]1COC(CCC(=O)OC(COCC1=CC=CC=C1)COCC1=CC=CC=C1)=O)N1C=NC=2C(=O)NC(N)=NC12 (2′,3′-dideoxy-3′-fluoro-5′-O-[3-(1,3-dibenzyloxy-2-propyloxy carbonyl)propanoyl]guanosine). The reagents and catalysts are [Pd] (palladium black). Run in C(C)(=O)O (acetic acid), C(C)(=O)OCC (ethyl acetate), CO (methanol). Yields the product F[C@H]1C[C@@H](O[C@@H]1COC(CCC(=O)OC(CO)CO)=O)N1C=NC=2C(=O)NC(N)=NC12 (2′,3′-dideoxy-3′-fluoro-5′-O-[3-(1,3-dihydroxy-2-propyloxy carbonyl)propanoyl]guanosine). RXN SMILES: [F:1][C@@H:2]1[C@@H:6]([CH2:7][O:8][C:9](=[O:34])[CH2:10][CH2:11][C:12]([O:14][CH:15]([CH2:25][O:26]CC2C=CC=CC=2)[CH2:16][O:17]CC2C=CC=CC=2)=[O:13])[O:5][C@@H:4]([N:35]2[C:45]3[N:44]=[C:42]([NH2:43])[NH:41][C:39](=[O:40])[C:38]=3[N:37]=[CH:36]2)[CH2:3]1>C(OCC)(=O)C.CO.C(O)(=O)C.[Pd]>[F:1][C@@H:2]1[C@@H:6]([CH2:7][O:8][C:9](=[O:34])[CH2:10][CH2:11][C:12]([O:14][CH:15]([CH2:16][OH:17])[CH2:25][OH:26])=[O:13])[O:5][C@@H:4]([N:35]2[C:45]3[N:44]=[C:42]([NH2:43])[NH:41][C:39](=[O:40])[C:38]=3[N:37]=[CH:36]2)[CH2:3]1. Procedure: A solution of 2′,3′-dideoxy-3′-fluoro-5′-O-[3-(1,3-dibenzyloxy-2-propyloxy carbonyl)propanoyl]guanosine (3.2 g, 5.13 mmole) in 50 ml ethyl acetate, 50 ml methanol and 10 ml acetic acid was hydrogenated with palladium black (0.6 g) under 40 psi overnight. The catalyst was filtered and washed with methanol, The solution was evaporated under reduced pressure and the product was isolated by silica gel column chromatography. Yield: 1.64 g The reactants are COC1=CC2=C(SC(=C2OC(C)C)C(=O)NCCCCC(=O)OC)C=C1 (Methyl 5-[[5-methoxy-3-(1-methylethoxy)benzo[b]thien-2-yl]carbonyl]aminovalerate), O[Li].O (LiOH-H2O). The solvent is CO (methanol), O (water). Conditions: time 7 hour. Yields the product COC1=CC2=C(SC(=C2OC(C)C)C(=O)NCCCCC(=O)O)C=C1 (5-[[[5-Methoxy-3-(1-methylethoxy)benzo[b]thien2-yl]carbonyl]amino]pentanoic acid). Yield: 85.0%. RXN SMILES: [CH3:1][O:2][C:3]1[CH:26]=[CH:25][C:6]2[S:7][C:8]([C:14]([NH:16][CH2:17][CH2:18][CH2:19][CH2:20][C:21]([O:23]C)=[O:22])=[O:15])=[C:9]([O:10][CH:11]([CH3:13])[CH3:12])[C:5]=2[CH:4]=1.O[Li].O>CO.O>[CH3:1][O:2][C:3]1[CH:26]=[CH:25][C:6]2[S:7][C:8]([C:14]([NH:16][CH2:17][CH2:18][CH2:19][CH2:20][C:21]([OH:23])=[O:22])=[O:15])=[C:9]([O:10][CH:11]([CH3:13])[CH3:12])[C:5]=2[CH:4]=1 |f:1.2|. Procedure: Methyl 5-[[5-methoxy-3-(1-methylethoxy)benzo[b]thien-2-yl]carbonyl]aminovalerate (250 mg, 0.66 mmol) and 83 mg of LiOH-H2O in a mixture of 5 mL of methanol and 2 mL of water are stirred at room temperature for 7 hours. The reaction mixture is partitioned between ethyl acetate and aqueous HCl. The organic layer is washed with water, then brine, dried over magnesium sulfate, filtered, and concentrated in vacuo. Recrystallization from ethyl acetate:hexane gives 205 mg of product (85%); mp 135°-137°...